This data is from the Open Reaction Database (ORD), a public repository of structured organic reaction records. The task is: describe an organic reaction: reactants, conditions, products, and yield Starting materials: O=C([O-])[O-], CN(C)CCCl, Cl, [K+], [K+], O=[N+]([O-])c1ccc2cn[nH]c2c1, CN(C)C=O. Yields the product CN(C)CCn1ncc2ccc([N+](=O)[O-])cc21. As a reaction SMILES: [C:13](=[O:14])([O-:15])[O-:16].[CH3:20][N:21]([CH2:22][CH2:23][Cl:24])[CH3:25].[ClH:19].[K+:17].[K+:18].[N+:1](=[O:2])([O-:3])[c:4]1[cH:5][cH:6][c:7]2[cH:8][n:9][nH:10][c:11]2[cH:12]1.[O:26]=[CH:27][N:28]([CH3:29])[CH3:30]>>[N+:1](=[O:2])([O-:3])[c:4]1[cH:5][cH:6][c:7]2[cH:8][n:9][n:10]([CH2:23][CH2:22][N:21]([CH3:20])[CH3:25])[c:11]2[cH:12]1. Reactants: ON=C(N)C=1C(=CC(=C(C(=O)OC)C1)C)C (methyl 5-(N′-hydroxycarbamimidoyl)-2,4-dimethylbenzoate), ON=C(N)C=1C(=CC(=C(C(=O)OC)C1)C)C (methyl 5-(N′-hydroxycarbamimidoyl)-2,4-dimethylbenzoate), Cl.C(N)(=N)C=1C(=CC(=C(C(=O)OC)C1)C)C (methyl 5-carbamimidoyl-2,4-dimethylbenzoate hydrochloride), Cl.C(N)(=N)C=1C(=CC(=C(C(=O)OC)C1)C)C (methyl 5-carbamimidoyl-2,4-dimethylbenzoate hydrochloride), C(#N)C=1C(=CC(=C(C(=O)OC)C1)C)C1CCC1 (methyl 5-cyano-4-cyclobutyl-2-methylbenzoate), C(#N)C=1C(=CC(=C(C(=O)OC)C1)C)C (methyl 5-cyano-2,4-dimethylbenzoate), C(#N)C=1C(=CC(=C(C(=O)OC)C1)C)C1CCC1 (methyl 5-cyano-4-cyclobutyl-2-methylbenzoate). As a reaction SMILES: O[N:2]=[C:3]([C:5]1[C:6]([CH3:16])=[CH:7][C:8]([CH3:15])=[C:9]([CH:14]=1)[C:10]([O:12][CH3:13])=[O:11])[NH2:4].[ClH:17].[C:18]([C:21]1C(C)=CC(C)=C([CH:30]=1)C(OC)=O)(=N)N.C(C1C(C2CCC2)=CC(C)=C(C=1)C(OC)=O)#N.C(C1C(C)=CC(C)=C(C=1)C(OC)=O)#N>>[ClH:17].[C:3]([C:5]1[C:6]([CH:16]2[CH2:30][CH2:21][CH2:18]2)=[CH:7][C:8]([CH3:15])=[C:9]([CH:14]=1)[C:10]([O:12][CH3:13])=[O:11])(=[NH:2])[NH2:4] |f:1.2,5.6|. Procedure details: The title compound was prepared using standard chemical manipulations and procedures similar to those used for preparation of methyl 5-(N′-hydroxycarbamimidoyl)-2,4-dimethylbenzoate (compound 2.4) and methyl 5-carbamimidoyl-2,4-dimethylbenzoate hydrochloride (compound 2.5) using methyl 5-cyano-4-cyclobutyl-2-methylbenzoate (compound 152.4) instead of methyl 5-cyano-2,4-dimethylbenzoate (compound 2.3). Product: Cl.C(N)(=N)C=1C(=CC(=C(C(=O)OC)C1)C)C1CCC1 (Methyl 5-carbamimidoyl-4-cyclobutyl-2-methylbenzoate hydrochloride). Starting materials: [N+](=O)([O-])C=1C=C(C(=O)NCC=2SC=CC2)C=CC1 (3-Nitro-N-(thien-2-ylmethyl)benzamide), ClS(=O)(=O)O (Chlorosulfonic acid), [OH-].C(CCC)[N+](CCCC)(CCCC)CCCC (Tetrabutylammoniumhydroxide). Run in C(Cl)Cl (CH2Cl2), C(Cl)Cl (CH2Cl2). Reaction conditions: time 3 hour. Yields the product [N+](=O)([O-])C=1C=C(C(=O)NCC2=CC=C(S2)S(=O)(=O)[O-])C=CC1.C(CCC)[N+](CCCC)(CCCC)CCCC (Tetrabutylammonium 5-{[(3-Nitrobenzoyl)amino]methyl}thiophene-2-sulfonate). Yield: 97.9%. As a reaction SMILES: Cl[S:2]([OH:5])(=[O:4])=[O:3].[N+:6]([C:9]1[CH:10]=[C:11]([CH:21]=[CH:22][CH:23]=1)[C:12]([NH:14][CH2:15][C:16]1[S:17][CH:18]=[CH:19][CH:20]=1)=[O:13])([O-:8])=[O:7].[OH-].[CH2:25]([N+:29]([CH2:38][CH2:39][CH2:40][CH3:41])([CH2:34][CH2:35][CH2:36][CH3:37])[CH2:30][CH2:31][CH2:32][CH3:33])[CH2:26][CH2:27][CH3:28]>C(Cl)Cl>[N+:6]([C:9]1[CH:10]=[C:11]([CH:21]=[CH:22][CH:23]=1)[C:12]([NH:14][CH2:15][C:16]1[S:17][C:18]([S:2]([O-:5])(=[O:4])=[O:3])=[CH:19][CH:20]=1)=[O:13])([O-:8])=[O:7].[CH2:38]([N+:29]([CH2:25][CH2:26][CH2:27][CH3:28])([CH2:30][CH2:31][CH2:32][CH3:33])[CH2:34][CH2:35][CH2:36][CH3:37])[CH2:39][CH2:40][CH3:41] |f:2.3,5.6|. Procedure details: Chlorosulfonic acid (5.62 mL, 84 mmol) was dissolved in 20 mL CH2Cl2 and added to a solution of 3-Nitro-N-(thien-2-ylmethyl)benzamide (11.0 g, 42 mmol) in 100 mL CH2Cl2 under vigorous stirring. A gummy solid was formed and the reaction mixture was stirred for 3 h. The reaction was quenched with ice, and ice cold NaHCO3 solution was added to reach pH8.5. The aqueous layer was washed twice with CH2Cl2. Tetrabutylammoniumhydroxide (40% in water) (32 mL, 50 mmol) was added to the aqueous layer, whil... Starting materials: BrC1=CC(=C(C=C1)SC1=CC=C(C=C1)O)[N+](=O)[O-] (4-(4-Bromo-2-nitro-phenylsulfanyl)-phenol), [Cl-].[NH4+] (ammonium chloride), O1CCCC1 (tetrahydrofuran), O (water). The reagents and catalysts are [Fe] (iron). Solvent: CO (methanol). The product is NC1=C(C=CC(=C1)Br)SC1=CC=C(C=C1)O (4-(2-Amino-4-bromo-phenylsulfanyl)-phenol). Yield: 98.4%. RXN SMILES: [Br:1][C:2]1[CH:7]=[CH:6][C:5]([S:8][C:9]2[CH:14]=[CH:13][C:12]([OH:15])=[CH:11][CH:10]=2)=[C:4]([N+:16]([O-])=O)[CH:3]=1.[Cl-].[NH4+].O1CCCC1.O>CO.[Fe]>[NH2:16][C:4]1[CH:3]=[C:2]([Br:1])[CH:7]=[CH:6][C:5]=1[S:8][C:9]1[CH:14]=[CH:13][C:12]([OH:15])=[CH:11][CH:10]=1 |f:1.2|. Reported procedure: A mixture of the product from Example 238A (0.302 g, 0.926 mmol), iron powder (0.208 g, 3.7 mmol, 4.0 eq) and ammonium chloride (0.059 g, 1.11 mmol, 1.2 eq) in a mixture of methanol (6 mL), tetrahydrofuran (6 mL), and water (2 mL) was heated under reflux for 5 hours and then cooled to room temperature. The reaction mixture was filtered through Celite and the filter pad was rinsed with methanol (25 mL). The filtrate was evaporated under reduced pressure to leave a brown glassy solid (0.27 g, 99%)... Reactants: C1N2CN3CN1CN(C2)C3 (formamine), Cl (hydrochloric acid), S(O)(O)(=O)=O (sulfuric acid), C(C(=O)O)(=O)O (oxalic acid), C1(=CC=C(C=C1)S(=O)(=O)O)C (paratoluene sulfonic acid), CS(=O)(=O)O (methane sulfonic acid), Formula 3, [OH-].[Na+] (NaOH), C1N2CN3CN1CN(C2)C3 (formamine), CS(=O)(=O)O (methane sulfonic acid). The solvent is C(=O)O (formic acid), C1CCOC1 (THF), C1(=CC=CC=C1)C (toluene), C1CCOC1 (THF). The product is S1C=CC=2CNCCC21 (4,5,6,7-tetrahydrothieno[3,2-c]pyridine), compound. The yield is 80.0%. As a reaction SMILES: [CH2:1]1N2CN3CN(C2)C[N:2]1[CH2:9]3.Cl.S(=O)(=O)(O)O.C(O)(=O)C(O)=O.[C:23]1(C)[CH:28]=C[C:26]([S:29](O)(=O)=O)=[CH:25][CH:24]=1.CS(O)(=O)=O.[OH-].[Na+]>C1COCC1.C1(C)C=CC=CC=1.C(O)=O>[S:29]1[C:23]2[CH2:28][CH2:9][NH:2][CH2:1][C:24]=2[CH:25]=[CH:26]1 |f:6.7|. Procedure details: The formimine (2) is shaken with a dilute solution of an aqueous acid (such as hydrochloric acid or sulfuric acid) or a solution of formamine (2) dissolved in an organic solvent such as THF or toluene, preferably THF, is shaken with an organic acid (such as formic acid, oxalic acid, paratoluene sulfonic acid or methane sulfonic acid; preferably methane sulfonic acid) for 3 to 10 hours, preferably about 6 hours. The mixture is then basified (e.g., with NaOH) and extracted, e.g., with methylene ch... The reactants are [Na] (sodium), ClC1=CC=C(C=C1)N=C=S (4-chlorophenyl isothiocyanate), CC(=O)C (acetone), CC(=O)C (acetone), Cl.C(CCCCCCC)(=N)N (octanamidine hydrochloride). Solvent: C1=CC=CC=C1.CCCCC (benzene n-pentane). Yields the product ClC1=CC=C(C=C1)NC(=S)NC(CCCCCCC)=N (1-(4-chlorophenyl)-3-(octanimidoyl)-2-thiourea). Reaction SMILES: [Na].CC(C)=O.Cl.[C:7]([NH2:16])(=[NH:15])[CH2:8][CH2:9][CH2:10][CH2:11][CH2:12][CH2:13][CH3:14].[Cl:17][C:18]1[CH:23]=[CH:22][C:21]([N:24]=[C:25]=[S:26])=[CH:20][CH:19]=1>C1C=CC=CC=1.CCCCC>[Cl:17][C:18]1[CH:23]=[CH:22][C:21]([NH:24][C:25]([NH:15][C:7](=[NH:16])[CH2:8][CH2:9][CH2:10][CH2:11][CH2:12][CH2:13][CH3:14])=[S:26])=[CH:20][CH:19]=1 |f:2.3,5.6,^1:0|. Procedure details: Following a procedure similar to that described in Example 1 but using 2 g. sodium in 250 ml. dry acetone, 15.7 g. octanamidine hydrochloride, and 15 g. 4-chlorophenyl isothiocyanate in 70 ml. dry acetone there was obtained 1-(4-chlorophenyl)-3-(octanimidoyl)-2-thiourea, m.p. 98°-99° C. (from benzene-n-pentane); hydrochloride (18.7 g.), m.p. 155°-157° C. (from acetonitrile). Reactants: O=C1C=2C=CNC2CCC1 (4-oxo-4,5,6,7-tetrahydroindole), [OH-].[Na+] (NaOH), C1(=CC=CC=C1)S(=O)(=O)Cl (phenylsulfonyl chloride). Solvent: ClCCCl (1,2-dichloroethane), ClCCCl (1,2-dichloroethane). Reaction conditions: temperature 0 celsius, time 30 minute. Product: C1(=CC=CC=C1)S(=O)(=O)N1C=CC=2C(CCCC12)=O (1-(Phenylsulfonyl)-4-oxo-4,5,6,7-tetrahydroindole). RXN SMILES: [OH-].[Na+].[O:3]=[C:4]1[CH2:12][CH2:11][CH2:10][C:9]2[NH:8][CH:7]=[CH:6][C:5]1=2.[C:13]1([S:19](Cl)(=[O:21])=[O:20])[CH:18]=[CH:17][CH:16]=[CH:15][CH:14]=1>ClCCCl>[C:13]1([S:19]([N:8]2[C:9]3[CH2:10][CH2:11][CH2:12][C:4](=[O:3])[C:5]=3[CH:6]=[CH:7]2)(=[O:21])=[O:20])[CH:18]=[CH:17][CH:16]=[CH:15][CH:14]=1 |f:0.1|. Procedure: To a suspension of NaOH (4.44 g) in 1,2-dichloroethane (250 mL) was added 4-oxo-4,5,6,7-tetrahydroindole (5.0 g). The mixture was then cooled to 0° C. and stirred for 30 min, following which a solution of phenylsulfonyl chloride (5.7 mL) in 1,2-dichloroethane (50 mL) was added dropwise over a period of 30 min. After 30 min of stirring, the reaction mixture was allowed to come to room temperature and stirred overnight. The reaction was quenched by pouring onto distilled water (100 mL). The organi... Starting materials: COC(=O)C1=CC(=NN1C(=O)OCC1=CC=CC=C1)N1CCN(CC1)C(C1=C(C=CC=C1)C(F)(F)F)=O (3-[4-(2-trifluoromethylbenzoyl)piperazin-1-yl]-pyrazole-1,5-dicarboxylic acid 1-benzyl ester 5-methyl ester), C(CCCC)N (amylamine), [C-]#N.[Na+] (sodium cyanide). Conditions: time 8 hour. Product: C(C1=CC=CC=C1)OC(=O)N1N=C(C=C1C(NCCCCC)=O)N1CCN(CC1)C(C1=C(C=CC=C1)C(F)(F)F)=O (5-PENTYLCARBAMOYL-3-[4-(2-TRIFLUOROMETHYLBENZOYL)PIPERAZIN-1-YL]PYRAZOLE-1-CARBOXYLIC ACID BENZYL ESTER). The yield is 10.0%. RXN SMILES: C[O:2][C:3]([C:5]1[N:9]([C:10]([O:12][CH2:13][C:14]2[CH:19]=[CH:18][CH:17]=[CH:16][CH:15]=2)=[O:11])[N:8]=[C:7]([N:20]2[CH2:25][CH2:24][N:23]([C:26](=[O:37])[C:27]3[CH:32]=[CH:31][CH:30]=[CH:29][C:28]=3[C:33]([F:36])([F:35])[F:34])[CH2:22][CH2:21]2)[CH:6]=1)=O.[CH2:38]([NH2:43])[CH2:39][CH2:40][CH2:41][CH3:42].[C-]#N.[Na+]>>[CH2:13]([O:12][C:10]([N:9]1[C:5]([C:3](=[O:2])[NH:43][CH2:38][CH2:39][CH2:40][CH2:41][CH3:42])=[CH:6][C:7]([N:20]2[CH2:25][CH2:24][N:23]([C:26](=[O:37])[C:27]3[CH:32]=[CH:31][CH:30]=[CH:29][C:28]=3[C:33]([F:34])([F:36])[F:35])[CH2:22][CH2:21]2)=[N:8]1)=[O:11])[C:14]1[CH:19]=[CH:18][CH:17]=[CH:16][CH:15]=1 |f:2.3|. Procedure details: A mixture of above 3-[4-(2-trifluoromethylbenzoyl)piperazin-1-yl]-pyrazole-1,5-dicarboxylic acid 1-benzyl ester 5-methyl ester (0.800 g, ca. 1.5 mmol), amylamine (3.0 mL) and sodium cyanide (0.150 g, 3.0 mmol) was stirred at room temperature overnight and then purified by column chromatography to give the title compound (0.238 g, 10% in 2 steps). 1H NMR (300 MHz, CDCl3) δ 7.70 (d, J=7.5 Hz, 1H), 7.61-7.49 (m, 2H), 7.32 (d, J=7.5 Hz, 1H), 7.25-7.17 (m, 5H), 5.93-5.85 (m, 2H), 5.56 (s, 2H), 3.98-3...